Dataset: the Open Reaction Database (ORD), a public repository of structured organic reaction records. Task: describe an organic reaction: reactants, conditions, products, and yield The reactants are BrC1=CC=C(C=C1)C=1OC=NN1 (2-(4-bromophenyl)-1,3,4-oxadiazole), [Li] (lithium), ClC1=C(C=CC=C1)C (2-Chlorotoluene), C(CCCCC)[Li] (n-hexyllithium), COB(OC)OC (trimethylborate). Reagents/catalysts: C1(=CC=CC=C1)C1=CC=CC=C1 (biphenyl). Run in C1CCOC1 (THF), CC(CC(C)=O)C (4-methyl-2-pentanone), CO (methanol), O1CCCC1 (Tetrahydrofuran). Run at temperature -30 celsius, time 6 hour. The product is O1C(=NN=C1)C1=CC=C(C=C1)B(O)O ([4-(1,3,4-oxadiazol-2-yl)phenyl]boronic acid). Isolated yield 59.7%. As a reaction SMILES: [Li].ClC1C=CC=CC=1C.Br[C:11]1[CH:16]=[CH:15][C:14]([C:17]2[O:18][CH:19]=[N:20][N:21]=2)=[CH:13][CH:12]=1.C([Li])CCCCC.C[O:30][B:31](OC)[O:32]C>C1COCC1.C1(C2C=CC=CC=2)C=CC=CC=1.CC(C)CC(=O)C.CO>[O:18]1[CH:19]=[N:20][N:21]=[C:17]1[C:14]1[CH:15]=[CH:16][C:11]([B:31]([OH:32])[OH:30])=[CH:12][CH:13]=1 |^1:0|. Procedure: Tetrahydrofuran (250 g) was charged to a mixture of lithium granules (3.02 g) and biphenyl (0.01 g) under an argon atmosphere and the mixture cooled to −30° C. 2-Chlorotoluene (27.55 g) was slowly added at −30° C. The reaction was held at −30° C. for 6 hours and then cooled to −65° C. A mixture of 2-(4-bromophenyl)-1,3,4-oxadiazole (50.0 g) in THF (300 g) was slowly added at −65° C. The reaction was held at −65° C. for 30 minutes then a solution of n-hexyllithium (33% w/w in hexanes, 86 ml) was ...